The task is: describe an organic reaction: reactants, conditions, products, and yield. This data is from the Open Reaction Database (ORD), a public repository of structured organic reaction records. The reactants are C(C1=CC=CC=C1)C=1C=NC2=C(C=CC=C2C1C=1C=C(C=CC1)N)C(F)(F)F ({3-[3-benzyl-8-(trifluoromethyl)quinolin-4-yl]phenyl}amine), CC=1C=C(C=O)C=CC1 (3-methyl-benzaldehyde). Product: C(C1=CC=CC=C1)C=1C=NC2=C(C=CC=C2C1C=1C=C(C=CC1)NCC1=CC(=CC=C1)C)C(F)(F)F ({3-[3-BENZYL-8-(TRIFLUOROMETHYL)QUINOLIN-4-YL]PHENYL}(3-METHYLBENZYL)AMINE). Reaction SMILES: [CH2:1]([C:8]1[CH:9]=[N:10][C:11]2[C:16]([C:17]=1[C:18]1[CH:19]=[C:20]([NH2:24])[CH:21]=[CH:22][CH:23]=1)=[CH:15][CH:14]=[CH:13][C:12]=2[C:25]([F:28])([F:27])[F:26])[C:2]1[CH:7]=[CH:6][CH:5]=[CH:4][CH:3]=1.[CH3:29][C:30]1[CH:31]=[C:32]([CH:35]=[CH:36][CH:37]=1)[CH:33]=O>>[CH2:1]([C:8]1[CH:9]=[N:10][C:11]2[C:16]([C:17]=1[C:18]1[CH:19]=[C:20]([NH:24][CH2:29][C:30]3[CH:37]=[CH:36][CH:35]=[C:32]([CH3:33])[CH:31]=3)[CH:21]=[CH:22][CH:23]=1)=[CH:15][CH:14]=[CH:13][C:12]=2[C:25]([F:28])([F:26])[F:27])[C:2]1[CH:3]=[CH:4][CH:5]=[CH:6][CH:7]=1. Reported procedure: The title compound was prepared from {3-[3-benzyl-8-(trifluoromethyl)quinolin-4-yl]phenyl}amine and 3-methyl-benzaldehyde according to the procedure of Example 66. MS (ES) m/z 483.1. Starting materials: CNC (dimethylamine), ClCC(=O)C=1N(C=CC1)C(C1=CC=CC=C1)C1=C(C=CC=C1)F (1-[(2-fluorophenyl)phenylmethyl]pyrrol-2-yl chloromethyl ketone). The solvent is CO (methanol). Run at temperature 85 celsius, time 2 hour. Yields the product Cl.CN(C)CC(=O)C=1N(C=CC1)C(C1=CC=CC=C1)C1=C(C=CC=C1)F (1-[(2-Fluorophenyl)phenylmethyl]pyrrol-2-yl dimethylaminomethyl ketone hydrochloride). Reaction SMILES: [CH3:1][NH:2][CH3:3].[Cl:4][CH2:5][C:6]([C:8]1[N:9]([CH:13]([C:20]2[CH:25]=[CH:24][CH:23]=[CH:22][C:21]=2[F:26])[C:14]2[CH:19]=[CH:18][CH:17]=[CH:16][CH:15]=2)[CH:10]=[CH:11][CH:12]=1)=[O:7]>CO>[ClH:4].[CH3:1][N:2]([CH2:5][C:6]([C:8]1[N:9]([CH:13]([C:20]2[CH:25]=[CH:24][CH:23]=[CH:22][C:21]=2[F:26])[C:14]2[CH:19]=[CH:18][CH:17]=[CH:16][CH:15]=2)[CH:10]=[CH:11][CH:12]=1)=[O:7])[CH3:3] |f:3.4|. Procedure: To a solution of methanol saturated with dimethylamine was added 1-[(2-fluorophenyl)phenylmethyl]pyrrol-2-yl chloromethyl ketone (20.39 g in 500 ml of MeOH). This was heated at an oil bath temperature of 85° C. and stirred for 2 hours. Starting materials: C1COCCN1, O=C(O)c1ccc2c(c1)OC(c1cc(F)cc(F)c1)(c1cc(F)cc(F)c1)O2. RXN SMILES: [CH2:29]1[CH2:30][O:31][CH2:32][CH2:33][NH:34]1.[F:1][c:2]1[cH:3][c:4]([C:9]2([c:21]3[cH:22][c:23]([F:28])[cH:24][c:25]([F:27])[cH:26]3)[O:10][c:11]3[c:12]([cH:14][cH:15][c:16]([C:18](=[O:19])[OH:20])[cH:17]3)[O:13]2)[cH:5][c:6]([F:8])[cH:7]1>>[F:1][c:2]1[cH:3][c:4]([C:9]2([c:21]3[cH:22][c:23]([F:28])[cH:24][c:25]([F:27])[cH:26]3)[O:10][c:11]3[c:12]([cH:14][cH:15][c:16]([C:18](=[O:20])[N:34]4[CH2:29][CH2:30][O:31][CH2:32][CH2:33]4)[cH:17]3)[O:13]2)[cH:5][c:6]([F:8])[cH:7]1. The product is O=C(c1ccc2c(c1)OC(c1cc(F)cc(F)c1)(c1cc(F)cc(F)c1)O2)N1CCOCC1. The reactants are C(C)(C)(C)C(=O)NC1=NC(=CC=C1)C1=CC=C(C2=CC=CC=C12)C (N-t-butylcarbonyl-6-(4-methylnaphthalen-1-yl)-pyridin-2-ylamine), BrN1C(CCC1=O)=O (N-bromosuccinimide), bis-(1-cyano-1-azo)-cyclohexane. Run in C(Cl)(Cl)(Cl)Cl (carbon tetrachloride). Yields the product C(C)(C)(C)C(=O)NC1=NC(=CC=C1)C1=CC=C(C2=CC=CC=C12)CC#N (N-t-Butylcarbonyl-6-(4-cyanomethylnaphthalen-1-yl)-pyridin-2-ylamine). Reaction SMILES: [C:1]([C:5]([NH:7][C:8]1[CH:13]=[CH:12][CH:11]=[C:10]([C:14]2[C:23]3[C:18](=[CH:19][CH:20]=[CH:21][CH:22]=3)[C:17]([CH3:24])=[CH:16][CH:15]=2)[N:9]=1)=[O:6])([CH3:4])([CH3:3])[CH3:2].Br[N:26]1C(=O)CC[C:27]1=O>C(Cl)(Cl)(Cl)Cl>[C:1]([C:5]([NH:7][C:8]1[CH:13]=[CH:12][CH:11]=[C:10]([C:14]2[C:23]3[C:18](=[CH:19][CH:20]=[CH:21][CH:22]=3)[C:17]([CH2:24][C:27]#[N:26])=[CH:16][CH:15]=2)[N:9]=1)=[O:6])([CH3:4])([CH3:3])[CH3:2]. Procedure details: To a 100 mL round-bottomed flask equipped with condenser and N2 inlet were added 1.21 g (3.795 mmol) N-t-butylcarbonyl-6-(4-methylnaphthalen-1-yl)-pyridin-2-ylamine, 810 mg (4.554 mmol) N-bromosuccinimide, 35 mL carbon tetrachloride, and 10 mg bis-(1-cyano-1-azo)-cyclohexane. The reaction was heated at reflux for a total of 8 hours as additional portions of initiator were added at 1, 2, and 4 hours. The reaction was cooled, filtered with carbon tetrachloride, and evaporated. The red oil, 2.5 g, ... The reactants are COC1=CC=C(CN)C=C1 (4-methoxybenzylamine), C([O-])([O-])=O.[K+].[K+] (potassium carbonate), C(CC)N(CCC)CCC (tri-n-propylamine), CC=1C(N(N=CC1Cl)C(C)C)=O (4-methyl-5-chloro-2-i-propyl-3(2H)pyridazinone), C(O)([O-])=O.[Na+] (sodium hydrogencarbonate), Cl (hydrochloric acid). Run at temperature 150 celsius. Product: CC=1C(N(N=CC1NCC1=CC=C(C=C1)OC)C(C)C)=O (4-Methyl-5-(4-methoxybenzylamino)-2-i-propyl-3(2H)-pyridazinone). As a reaction SMILES: [CH3:1][O:2][C:3]1[CH:10]=[CH:9][C:6]([CH2:7][NH2:8])=[CH:5][CH:4]=1.[CH3:11][C:12]1[C:13](=[O:22])[N:14]([CH:19]([CH3:21])[CH3:20])[N:15]=[CH:16][C:17]=1Cl.C(=O)([O-])O.[Na+].C(=O)([O-])[O-].[K+].[K+].C(N(CCC)CCC)CC.Cl>>[CH3:11][C:12]1[C:13](=[O:22])[N:14]([CH:19]([CH3:20])[CH3:21])[N:15]=[CH:16][C:17]=1[NH:8][CH2:7][C:6]1[CH:9]=[CH:10][C:3]([O:2][CH3:1])=[CH:4][CH:5]=1 |f:2.3,4.5.6|. Reported procedure: A mixture comprising 2.2 g of 4-methoxybenzylamine, 0.30 g of 4-methyl-5-chloro-2-i-propyl-3(2H)pyridazinone, 1.34 g of sodium hydrogencarbonate, 0.23 g of potassium carbonate and 5 ml of tri-n-propylamine, was heated at 150° C. for 18 hours. The reaction mixture was acidified with a 10% hydrochloric acid aqueous solution, and extracted with 60 ml of benzene. The benzene layer was washed with water, and dried over anhydrous sodium sulfate, and then the solvent was distilled off to obtain an oily... Reactants: FC1=CC=C2C3=C(C(OC2=C1F)=O)C=C(C=C3)[N+](=O)[O-] (3,4-Difluoro-8-nitrobenzo[c]chromen-6-one). The reagents and catalysts are [Pd] (palladium on charcoal). The solvent is O1CCOCC1 (1,4-dioxane). Run at time 4 day. The product is NC=1C=CC2=C(C(OC3=C(C(=CC=C23)F)F)=O)C1 (8-Amino-3,4-difluorobenzo[c]chromen-6-one). Yield: 73.0%. Reaction SMILES: [F:1][C:2]1[C:11]([F:12])=[C:10]2[C:5]([C:6]3[CH:17]=[CH:16][C:15]([N+:18]([O-])=O)=[CH:14][C:7]=3[C:8](=[O:13])[O:9]2)=[CH:4][CH:3]=1>O1CCOCC1.[Pd]>[NH2:18][C:15]1[CH:16]=[CH:17][C:6]2[C:5]3[C:10](=[C:11]([F:12])[C:2]([F:1])=[CH:3][CH:4]=3)[O:9][C:8](=[O:13])[C:7]=2[CH:14]=1. Procedure details: 3,4-Difluoro-8-nitrobenzo[c]chromen-6-one (Reference Compound No. 1-2-(3), g, 13.5 mmol) was dissolved in 1,4-dioxane (300 mL), then 5% palladium on charcoal (375 mg) was added thereto, and then the reaction mixture was stirred under hydrogen atmosphere (3 kgf/cm2) at room temperature for 4 days. After the mixture was filtered, the filtrate was removed under reduced pressure. 1,4-Dioxane was added to the obtained residue, and then filtered to give the titled reference compound (2.44 g) as an ora... Reactants: CC(C)(C)OC(=O)NC1CN(Cc2ccccc2)CCC1CCF, CO, CC(=O)O, [OH-], [OH-], [Pd+2]. Product: CC(C)(C)OC(=O)NC1CNCCC1CCF. RXN SMILES: [CH2:1]([c:2]1[cH:3][cH:4][cH:5][cH:6][cH:7]1)[N:8]1[CH2:9][CH:10]([NH:17][C:18](=[O:19])[O:20][C:21]([CH3:22])([CH3:23])[CH3:24])[CH:11]([CH2:14][CH2:15][F:16])[CH2:12][CH2:13]1.[CH3:25][OH:26].[CH3:27][C:28](=[O:29])[OH:30].[OH-:31].[OH-:33].[Pd+2:32]>>[NH:8]1[CH2:9][CH:10]([NH:17][C:18](=[O:19])[O:20][C:21]([CH3:22])([CH3:23])[CH3:24])[CH:11]([CH2:14][CH2:15][F:16])[CH2:12][CH2:13]1.